From a dataset of the Open Reaction Database (ORD), a public repository of structured organic reaction records. describe an organic reaction: reactants, conditions, products, and yield Starting materials: C(C1=CC=CC=C1)N (benzylamine), N1=CC=CC=C1 (pyridine), ( 1 ), FC1=C(C=C(OC(C(=O)Cl)CC)C=C1)C(F)(F)F (2-(4-fluoro-3-trifluoromethylphenoxy)butanoic chloride). Run in C1(=CC=CC=C1)C (toluene). Product: C(C1=CC=CC=C1)NC(C(CC)OC1=CC(=C(C=C1)F)C(F)(F)F)=O (N-benzyl-2-(4-fluoro-3-trifluoromethylphenoxy)butanoic amide). The yield is 92.4%. As a reaction SMILES: [CH2:1]([NH2:8])[C:2]1[CH:7]=[CH:6][CH:5]=[CH:4][CH:3]=1.N1C=CC=CC=1.[F:15][C:16]1[CH:28]=[CH:27][C:19]([O:20][CH:21]([CH2:25][CH3:26])[C:22](Cl)=[O:23])=[CH:18][C:17]=1[C:29]([F:32])([F:31])[F:30]>C1(C)C=CC=CC=1>[CH2:1]([NH:8][C:22](=[O:23])[CH:21]([O:20][C:19]1[CH:27]=[CH:28][C:16]([F:15])=[C:17]([C:29]([F:31])([F:32])[F:30])[CH:18]=1)[CH2:25][CH3:26])[C:2]1[CH:7]=[CH:6][CH:5]=[CH:4][CH:3]=1. Reported procedure: In accordance with the above reaction formula (1), the compound of the present invention was prepared. First, after 4.2 g (0.039 mole) of benzylamine and 3.1 g (0.039 mole) of pyridine were dissolved in 50 ml of toluene, 11.0 g (0.039 mole) of 2-(4-fluoro-3-trifluoromethylphenoxy)butanoic chloride was gradually added dropwise to the solution under stirring at room temperature. After dropwise addition, the mixture was further stirred for 3 hours at room temperature, and the reaction mixture was t... Reactants: BrC=1C=C2C(=CN(C(C2=CC1)=O)CC1(CCC1)CO[Si](C)(C)C(C)(C)C)CN1CCN(CC1)C(=O)OC(C)(C)C (tert-butyl 4-[(6-bromo-2-{[1-({[tert-butyl(dimethyl)silyl]oxy}methyl)cyclobutyl]methyl}-1-oxo-1,2-dihydroisoquinolin-4-yl)methyl]piperazine-1-carboxylate), C1(CC1)NC(C1=CC(=C(C(=C1)B1OC(C(O1)(C)C)(C)C)C)F)=O (N-cyclopropyl-3-fluoro-4-methyl-5-(4,4,5,5-tetramethyl-1,3,2-dioxaborolan-2-yl)benzamide), Pd-118, C([O-])([O-])=O.[K+].[K+] (potassium carbonate). The solvent is CN(C)C=O (DMF). Conditions: temperature 75 celsius, time 8 hour. Yields the product [Si](C)(C)(C(C)(C)C)OCC1(CCC1)CN1C(C2=CC=C(C=C2C(=C1)CN1CCN(CC1)C(=O)OC(C)(C)C)C1=C(C(=CC(=C1)C(NC1CC1)=O)F)C)=O (tert-Butyl 4-[(2-{[1-({[tert-butyl(dimethyl)silyl]oxy}methyl)cyclobutyl]methyl}-6-[5-(cyclopropylcarbamoyl)-3-fluoro-2-methylphenyl]-1-oxo-1,2-dihydroisoquinolin-4-yl)methyl]piperazine-1-carboxylate). Yield: 55.0%. Reaction SMILES: Br[C:2]1[CH:3]=[C:4]2[C:9](=[CH:10][CH:11]=1)[C:8](=[O:12])[N:7]([CH2:13][C:14]1([CH2:18][O:19][Si:20]([C:23]([CH3:26])([CH3:25])[CH3:24])([CH3:22])[CH3:21])[CH2:17][CH2:16][CH2:15]1)[CH:6]=[C:5]2[CH2:27][N:28]1[CH2:33][CH2:32][N:31]([C:34]([O:36][C:37]([CH3:40])([CH3:39])[CH3:38])=[O:35])[CH2:30][CH2:29]1.[CH:41]1([NH:44][C:45](=[O:63])[C:46]2[CH:51]=[C:50](B3OC(C)(C)C(C)(C)O3)[C:49]([CH3:61])=[C:48]([F:62])[CH:47]=2)[CH2:43][CH2:42]1.C(=O)([O-])[O-].[K+].[K+]>CN(C=O)C>[Si:20]([O:19][CH2:18][C:14]1([CH2:13][N:7]2[CH:6]=[C:5]([CH2:27][N:28]3[CH2:29][CH2:30][N:31]([C:34]([O:36][C:37]([CH3:40])([CH3:39])[CH3:38])=[O:35])[CH2:32][CH2:33]3)[C:4]3[C:9](=[CH:10][CH:11]=[C:2]([C:50]4[CH:51]=[C:46]([C:45](=[O:63])[NH:44][CH:41]5[CH2:42][CH2:43]5)[CH:47]=[C:48]([F:62])[C:49]=4[CH3:61])[CH:3]=3)[C:8]2=[O:12])[CH2:17][CH2:16][CH2:15]1)([C:23]([CH3:24])([CH3:26])[CH3:25])([CH3:22])[CH3:21] |f:2.3.4|. Procedure: A solution of tert-butyl 4-[(6-bromo-2-{[1-({[tert-butyl(dimethyl)silyl]oxy}methyl)cyclobutyl]methyl}-1-oxo-1,2-dihydroisoquinolin-4-yl)methyl]piperazine-1-carboxylate (Example 27c, 0.153 g) in DMF (4 mL) was treated with N-cyclopropyl-3-fluoro-4-methyl-5-(4,4,5,5-tetramethyl-1,3,2-dioxaborolan-2-yl)benzamide (0.077 g), Pd-118 (4.71 mg) and potassium carbonate (0.067 g) under nitrogen. The resulting mixture was stirred at 75° C. for 8 h. The reaction was partitioned between ethyl acetate and wat... The reactants are B(Br)(Br)Br (boron tribromide), COC1=CC2=C(C(CO2)(C)C)C=C1C=O (2,3-dihydro-6-methoxy-3,3-dimethyl-5-benzofurancarboxaldehyde), O (water). Solvent: C(Cl)Cl (methylene chloride). Reaction conditions: time 1 day. Yields the product OC1=CC2=C(C(CO2)(C)C)C=C1C=O (2,3-dihydro-6-hydroxy-3,3-dimethyl-5-benzofurancarboxaldehyde). Isolated yield 59.5%. As a reaction SMILES: C[O:2][C:3]1[C:13]([CH:14]=[O:15])=[CH:12][C:6]2[C:7]([CH3:11])([CH3:10])[CH2:8][O:9][C:5]=2[CH:4]=1.B(Br)(Br)Br.O>C(Cl)Cl>[OH:2][C:3]1[C:13]([CH:14]=[O:15])=[CH:12][C:6]2[C:7]([CH3:11])([CH3:10])[CH2:8][O:9][C:5]=2[CH:4]=1. Procedure details: To a solution of 10.4 g (50.4 mmol) of 2,3-dihydro-6-methoxy-3,3-dimethyl-5-benzofurancarboxaldehyde in 250 ml of methylene chloride and cooled to -78° C. was added dropwise 51.0 ml (51.0 mmol, 1M in methylene chloride) of boron tribromide. The reaction mixture was warmed to ambient temperature and stirred for 1 day. The reaction mixture was poured into 500 ml of water. The organic phase was washed with saturated sodium bicarbonate solution, dried and evaporated. The residue was chromatographed ...